Dataset: the Open Reaction Database (ORD), a public repository of structured organic reaction records. Task: describe an organic reaction: reactants, conditions, products, and yield The reactants are C1(=CC=CC=C1)C(C1=CC=CC=C1)=NC=1C=C(C=NC1)C(=O)C1=CNC=2N=CN=CC21 ((5-((Diphenylmethylene)amino)pyridin-3-yl)(7H-pyrrolo[2,3-d]pyrimidin-5-yl)methanone), C(=O)([O-])[O-].[Cs+].[Cs+] (Cs2CO3), FC(S(=O)(=O)OC(CO[Si](C(C)(C)C)(C)C)CO[Si](C(C)(C)C)(C)C)(F)F (2,2,3,3,9,9,10,10-octamethyl-4,8-dioxa-3,9-disilaundecan-6-yl trifluoromethanesulfonate). Procedure: A mixture of (5-((Diphenylmethylene)amino)pyridin-3-yl)(7H-pyrrolo[2,3-d]pyrimidin-5-yl)methanone (Preparation 195, 1120 mg, 2.77 mmol) and Cs2CO3 (2710 mg, 8.31 mmol) in DMF (10 mL) was stirred at room temperature for 30 min. A solution of crude 2,2,3,3,9,9,10,10-octamethyl-4,8-dioxa-3,9-disilaundecan-6-yl trifluoromethanesulfonate (Preparation 108) in DMF (3.8 mL) was then added to the reaction and the resulting mixture stirred at room temperature for 16 hours. The reaction was quenched with s... Conditions: time 30 minute. Product: C1(=CC=CC=C1)C(C1=CC=CC=C1)=NC=1C=C(C=NC1)C(=O)C1=CN(C=2N=CN=CC21)C(CO[Si](C(C)(C)C)(C)C)CO[Si](C(C)(C)C)(C)C ((5-((diphenylmethylene)amino)pyridin-3-yl)(7-(2,2,3,3,9,9,10,10-octamethyl-4,8-dioxa-3,9-disilaundecan-6-yl)-7H-pyrrolo[2,3-d]pyrimidin-5-yl)methanone). Run in CN(C)C=O (DMF), CN(C)C=O (DMF). RXN SMILES: [C:1]1([C:7](=[N:14][C:15]2[CH:16]=[C:17]([C:21]([C:23]3[C:31]4[CH:30]=[N:29][CH:28]=[N:27][C:26]=4[NH:25][CH:24]=3)=[O:22])[CH:18]=[N:19][CH:20]=2)[C:8]2[CH:13]=[CH:12][CH:11]=[CH:10][CH:9]=2)[CH:6]=[CH:5][CH:4]=[CH:3][CH:2]=1.C([O-])([O-])=O.[Cs+].[Cs+].FC(F)(F)S(O[CH:44]([CH2:54][O:55][Si:56]([CH3:62])([CH3:61])[C:57]([CH3:60])([CH3:59])[CH3:58])[CH2:45][O:46][Si:47]([CH3:53])([CH3:52])[C:48]([CH3:51])([CH3:50])[CH3:49])(=O)=O>CN(C=O)C>[C:1]1([C:7](=[N:14][C:15]2[CH:16]=[C:17]([C:21]([C:23]3[C:31]4[CH:30]=[N:29][CH:28]=[N:27][C:26]=4[N:25]([CH:44]([CH2:45][O:46][Si:47]([CH3:53])([CH3:52])[C:48]([CH3:51])([CH3:50])[CH3:49])[CH2:54][O:55][Si:56]([CH3:62])([CH3:61])[C:57]([CH3:60])([CH3:58])[CH3:59])[CH:24]=3)=[O:22])[CH:18]=[N:19][CH:20]=2)[C:8]2[CH:9]=[CH:10][CH:11]=[CH:12][CH:13]=2)[CH:6]=[CH:5][CH:4]=[CH:3][CH:2]=1 |f:1.2.3|.